This data is from the Open Reaction Database (ORD), a public repository of structured organic reaction records. The task is: describe an organic reaction: reactants, conditions, products, and yield Starting materials: Brc1ccc2c3c(cccc13)CSC2, CC1CN(c2ccc3c4c(cccc24)COC3)CCN1. Yields the product CC1CN(c2ccc3c4c(cccc24)CSC3)CCN1. Reaction SMILES: [Br:21][c:22]1[cH:23][cH:24][c:25]2[c:30]3[c:29]([cH:34][cH:33][cH:32][c:31]13)[CH2:28][S:27][CH2:26]2.[CH3:1][CH:2]1[CH2:3][N:4]([c:8]2[cH:9][cH:10][c:11]3[c:16]4[c:15]([cH:20][cH:19][cH:18][c:17]24)[CH2:14][O:13][CH2:12]3)[CH2:5][CH2:6][NH:7]1>>[CH3:1][CH:2]1[CH2:3][N:4]([c:8]2[cH:9][cH:10][c:11]3[c:16]4[c:15]([cH:20][cH:19][cH:18][c:17]24)[CH2:14][S:27][CH2:12]3)[CH2:5][CH2:6][NH:7]1. The reactants are ClC1=CC=C(C=C1)C(C([N+](=O)[O-])Br)Br (1-(4-Chlorophenyl)-1,2-dibromo-2-nitroethane), N1=CC=CC=C1 (pyridine). The solvent is C1CCCCC1 (cyclohexane), C1CCCCC1 (cyclohexane). The product is [N+](=O)([O-])C(=CC1=CC=CC=C1)Br (beta-nitrobromostyrene). RXN SMILES: Cl[C:2]1[CH:7]=[CH:6][C:5]([CH:8](Br)[CH:9]([Br:13])[N+:10]([O-:12])=[O:11])=[CH:4][CH:3]=1.N1C=CC=CC=1>C1CCCCC1>[N+:10]([C:9]([Br:13])=[CH:8][C:5]1[CH:4]=[CH:3][CH:2]=[CH:7][CH:6]=1)([O-:12])=[O:11]. Procedure details: To a refluxing solution of 1-(4-chlorophenyl)-1,2-dibromo-2-nitroethane (from example 1) in cyclohexane (200 mL) is added a solution of pyridine (6 mL, 74 mmoles) in cyclohexane (200 mL) over a 1 hour period. The mixture is refluxed for an additional hour. The refluxing mixture is then extracted with approximately 200 mL of dilute HCl and 2×200 mL H2O. The organic layer is dried over magnesium sulfate (anhydrous) filtered, and the solvent removed from the filtrate by evaporation to yield a yello... Reactants: COC(C1=C(C=C(C=C1)NC(=O)[C@@H]1N[C@H]([C@]([C@H]1C1=C(C(=CC=C1)Cl)F)(C#N)C1=C(C=C(C=C1)Cl)F)CC(C)(C)C)C(F)(F)F)=O (Rac 4 {[(2R,3S,4R,5S)-4-(4-Chloro-2-fluoro-phenyl)-3-(3-chloro-2-fluoro-phenyl)-4-cyano-5-(2,2-dimethyl-propyl)-pyrrolidine-2-carbonyl]-amino}-2-trifluoromethyl-benzoic acid methyl ester), [OH-].[Na+] (NaOH). Run in CO (MeOH). Conditions: temperature 50 celsius, time 3 hour. Product: ClC1=CC(=C(C=C1)[C@@]1([C@H]([C@@H](N[C@H]1CC(C)(C)C)C(=O)NC1=CC(=C(C(=O)O)C=C1)C(F)(F)F)C1=C(C(=CC=C1)Cl)F)C#N)F (rac 4-{[(2R,3S,4R,5S)-4-(4-Chloro-2-fluoro-phenyl)-3-(3-chloro-2-fluoro-phenyl)-4-cyano5(2,2-dimethyl-propyl)-pyrrolidine-2-carbonyl]-amino}-2-trifluoromethyl-benzoic acid). The yield is 82.3%. Reaction SMILES: C[O:2][C:3](=[O:45])[C:4]1[CH:9]=[CH:8][C:7]([NH:10][C:11]([C@H:13]2[C@H:17]([C:18]3[CH:23]=[CH:22][CH:21]=[C:20]([Cl:24])[C:19]=3[F:25])[C@:16]([C:28]3[CH:33]=[CH:32][C:31]([Cl:34])=[CH:30][C:29]=3[F:35])([C:26]#[N:27])[C@H:15]([CH2:36][C:37]([CH3:40])([CH3:39])[CH3:38])[NH:14]2)=[O:12])=[CH:6][C:5]=1[C:41]([F:44])([F:43])[F:42].[OH-].[Na+]>CO>[Cl:34][C:31]1[CH:32]=[CH:33][C:28]([C@@:16]2([C:26]#[N:27])[C@H:15]([CH2:36][C:37]([CH3:39])([CH3:38])[CH3:40])[NH:14][C@@H:13]([C:11]([NH:10][C:7]3[CH:8]=[CH:9][C:4]([C:3]([OH:45])=[O:2])=[C:5]([C:41]([F:43])([F:44])[F:42])[CH:6]=3)=[O:12])[C@@H:17]2[C:18]2[CH:23]=[CH:22][CH:21]=[C:20]([Cl:24])[C:19]=2[F:25])=[C:29]([F:35])[CH:30]=1 |f:1.2|. Procedure: Rac 4 {[(2R,3S,4R,5S)-4-(4-Chloro-2-fluoro-phenyl)-3-(3-chloro-2-fluoro-phenyl)-4-cyano-5-(2,2-dimethyl-propyl)-pyrrolidine-2-carbonyl]-amino}-2-trifluoromethyl-benzoic acid methyl ester (36 mg) was dissolved in MeOH (10 mL). To the stirred solution was added NaOH (1N, 3 mL) and the mixture was stirred at 50° C. for 3 hrs. The solvent was removed and the residue was treated with 1 N HCl to make the mixture acidic. The white suspension was filtered to collect the white solid as the title compound... Starting materials: NC=1C=C(C(=O)O)C=C(C1)N (3,5-diaminobenzoic acid), cyclohexane carboxyaldehyde, C(#N)[BH3-].[Na+] (sodium cyanoborohydride). The solvent is CO (methanol). The product is NC=1C=C(C(=O)O)C=C(C1)NCC1CCCCC1 (3-amino-5-(N-cyclohexylmethylamino)benzoic Acid). RXN SMILES: N[C:2]1[CH:3]=[C:4]([CH:8]=[C:9]([NH2:11])[CH:10]=1)[C:5]([OH:7])=[O:6].[C:12]([BH3-])#[N:13].[Na+]>CO>[NH2:11][C:9]1[CH:8]=[C:4]([CH:3]=[C:2]([NH:13][CH2:12][CH:2]2[CH2:3][CH2:4][CH2:8][CH2:9][CH2:10]2)[CH:10]=1)[C:5]([OH:7])=[O:6] |f:1.2|. Procedure: 15.2 g. (0.1 mol) of 3,5-diaminobenzoic acid was placed in a 500 ml. round bottom flask to which 200 ml. of methanol was added. To the round bottom flask 11.22 g. (0.1 mol) of cyclohexane carboxyaldehyde was added. The solution was stirred for several minutes. While the solution stirred, 3.77 g. (0.06 mol) sodium cyanoborohydride was added slowly. After 5 hours the solution was filtered and then concentrated to dryness. The reaction mixture was dissolved in 200 ml. of 2M hydrochloric acid. The a... Reactants: CC(=O)Oc1cc2c(cc1C(C)(C)CC(C)(C)C)OC(C)(COc1ccc(N)cc1)CC2=O, C=CC(=O)OCC, CC(C)=O, Cl, O=N[O-], [Na+], O. The product is CCOC(=O)C(Cl)Cc1ccc(OCC2(C)CC(=O)c3cc(OC(C)=O)c(C(C)(C)CC(C)(C)C)cc3O2)cc1. RXN SMILES: [C:1]([CH3:2])(=[O:3])[O:4][c:5]1[cH:6][c:7]2[c:12]([cH:13][c:14]1[C:15]([CH2:16][C:17]([CH3:18])([CH3:19])[CH3:20])([CH3:21])[CH3:22])[O:11][C:10]([CH3:23])([CH2:24][O:25][c:26]1[cH:27][cH:28][c:29]([NH2:32])[cH:30][cH:31]1)[CH2:9][C:8]2=[O:33].[C:39]([CH:40]=[CH2:41])(=[O:42])[O:43][CH2:44][CH3:45].[CH3:47][C:48](=[O:49])[CH3:50].[ClH:38].[N:34]([O-:35])=[O:36].[Na+:37].[OH2:46]>>[C:1]([CH3:2])(=[O:3])[O:4][c:5]1[cH:6][c:7]2[c:12]([cH:13][c:14]1[C:15]([CH2:16][C:17]([CH3:18])([CH3:19])[CH3:20])([CH3:21])[CH3:22])[O:11][C:10]([CH3:23])([CH2:24][O:25][c:26]1[cH:27][cH:28][c:29]([CH2:41][CH:40]([Cl:38])[C:39](=[O:42])[O:43][CH2:44][CH3:45])[cH:30][cH:31]1)[CH2:9][C:8]2=[O:33]. Starting materials: [OH-].[Na+] (sodium hydroxide), C(C)C=1N=NSC1C(=O)O (4-ethyl-1,2,3-thiadiazole-5-carboxylic acid). Solvent: C(C)O (ethanol). Reaction conditions: time 24 hour. Product: C(C)C=1N=NSC1C(=O)[O-].[Na+] (sodium 4-ethyl-1,2,3-thiadiazole-5-carboxylate). Reaction SMILES: [OH-].[Na+:2].[CH2:3]([C:5]1[N:6]=[N:7][S:8][C:9]=1[C:10]([OH:12])=[O:11])[CH3:4]>C(O)C>[CH2:3]([C:5]1[N:6]=[N:7][S:8][C:9]=1[C:10]([O-:12])=[O:11])[CH3:4].[Na+:2] |f:0.1,4.5|. Reported procedure: To a solution of 0.13 g of sodium hydroxide in 3 ml of ethanol was added 0.5 g of 4-ethyl-1,2,3-thiadiazole-5-carboxylic acid, and the reaction was carried out at room temperature for 24 hours. Yields the product CCc1nc(C)cn1CCCC1CCN(C=O)CC1. RXN SMILES: [Br:11][CH2:12][CH2:13][CH2:14][CH:15]1[CH2:16][CH2:17][N:18]([CH:21]=[O:22])[CH2:19][CH2:20]1.[CH2:1]([CH3:2])[c:3]1[nH:4][cH:5][c:6]([CH3:8])[n:7]1.[CH3:23][N:24]([CH3:25])[CH:26]=[O:27].[H-:9].[Na+:10]>>[CH2:1]([CH3:2])[c:3]1[n:4]([CH2:12][CH2:13][CH2:14][CH:15]2[CH2:16][CH2:17][N:18]([CH:21]=[O:22])[CH2:19][CH2:20]2)[cH:5][c:6]([CH3:8])[n:7]1. Starting materials: O=CN1CCC(CCCBr)CC1, CCc1nc(C)c[nH]1, CN(C)C=O, [H-], [Na+]. The reactants are C(C)(C)C1=C(C(=CC(=C1)C(C)C)C(C)C)S(=O)(=O)NN=C(C)C1=CC=C(C=C1)C (1-(4-methylphenyl)ethanone-2,4,6-triisopropylbenzenesulfonylhydrazone), C[Li] (methyl lithium), ClC1=C(C=O)C=CC(=C1)Cl (2,4-dichlorobenzaldehyde). Solvent: O1CCCC1 (tetrahydrofuran), O1CCCC1 (tetrahydrofuran). Conditions: time 10 minute. The product is CC1=CC=C(C=C1)C(=C)C(O)C1=C(C=C(C=C1)Cl)Cl (α-[1-(4-methylphenyl)ethenyl]-2,4-dichlorobenzenemethanol). RXN SMILES: C(C1C=C(C(C)C)C=C(C(C)C)C=1S(NN=[C:21]([C:23]1[CH:28]=[CH:27][C:26]([CH3:29])=[CH:25][CH:24]=1)[CH3:22])(=O)=O)(C)C.C[Li].[Cl:32][C:33]1[CH:40]=[C:39]([Cl:41])[CH:38]=[CH:37][C:34]=1[CH:35]=[O:36]>O1CCCC1>[CH3:29][C:26]1[CH:27]=[CH:28][C:23]([C:21]([CH:35]([C:34]2[CH:37]=[CH:38][C:39]([Cl:41])=[CH:40][C:33]=2[Cl:32])[OH:36])=[CH2:22])=[CH:24][CH:25]=1. Procedure details: To a solution of 1-(4-methylphenyl)ethanone-2,4,6-triisopropylbenzenesulfonylhydrazone (6.54 g) in tetrahydrofuran (80 ml) at -70° C. was dropwise added a solution of methyl lithium (25 ml, 1.3M in ether) while stirring and maintaining the temperature of the mixture below -60° C. After 10 minutes the reaction mixture was allowed to warm to room temperature. When evolution of nitrogen from the reaction mixture ceased, a solution of 2,4-dichlorobenzaldehyde (3.48 g) in tetrahydrofuran (10 ml) was ... Reactants: CN(C)C=O, ClCCCCOCCl, Clc1nc(Cl)c(Cl)[nH]1, [H-], [Na+], [Na], O. The product is ClCCCCOCn1c(Cl)nc(Cl)c1Cl. As a reaction SMILES: [CH3:20][N:21]([CH3:22])[CH:23]=[O:24].[Cl:12][CH2:13][CH2:14][CH2:15][CH2:16][O:17][CH2:18][Cl:19].[Cl:2][c:3]1[nH:4][c:5]([Cl:9])[c:6]([Cl:8])[n:7]1.[H-:10].[Na+:11].[Na:1].[OH2:25]>>[Cl:2][c:3]1[n:4]([CH2:18][O:17][CH2:16][CH2:15][CH2:14][CH2:13][Cl:12])[c:5]([Cl:9])[c:6]([Cl:8])[n:7]1. Reactants: Br, CC(=O)O, CO, Cl, COc1ccc2c(=O)c(-c3ccc(C4(N)CCC4)cc3)c(-c3ccccc3)oc2n1, O. Yields the product Cl, NC1(c2ccc(-c3c(-c4ccccc4)oc4[nH]c(=O)ccc4c3=O)cc2)CCC1. RXN SMILES: [BrH:35].[C:36]([OH:37])(=[O:38])[CH3:39].[CH3:32][OH:33].[ClH:1].[NH2:2][C:3]1([c:7]2[cH:8][cH:9][c:10](-[c:13]3[c:14](=[O:31])[c:15]4[c:16]([n:17][c:18]([O:21][CH3:22])[cH:19][cH:20]4)[o:23][c:24]3-[c:25]3[cH:26][cH:27][cH:28][cH:29][cH:30]3)[cH:11][cH:12]2)[CH2:4][CH2:5][CH2:6]1.[OH2:34]>>[ClH:1].[NH2:2][C:3]1([c:7]2[cH:8][cH:9][c:10](-[c:13]3[c:14](=[O:31])[c:15]4[c:16]([nH:17][c:18](=[O:21])[cH:19][cH:20]4)[o:23][c:24]3-[c:25]3[cH:26][cH:27][cH:28][cH:29][cH:30]3)[cH:11][cH:12]2)[CH2:4][CH2:5][CH2:6]1.